Dataset: the Open Reaction Database (ORD), a public repository of structured organic reaction records. Task: describe an organic reaction: reactants, conditions, products, and yield Starting materials: ClC=1C=C(C=CC1)N1N=CC(=C(C1=O)CCC(C)C)C1=CC=C(C=C1)S(=O)(=O)C (2-(3-Chlorophenyl)-4-(3-methylbutyl)-5-[4-(methylsulfonyl)phenyl]-3(2H)-pyridazinone), N (NH3). Product: ClC=1C=C(C=CC1)N1N=CC(=C(C1=O)CCC(C)C)C1=CC=C(C=C1)S(=O)(=O)N (2-(3-Chlorophenyl)-4-(3-methylbutyl)-5-[4-(aminosulfonyl)phenyl]-3(2H)-pyridazinone). As a reaction SMILES: [Cl:1][C:2]1[CH:3]=[C:4]([N:8]2[C:13](=[O:14])[C:12]([CH2:15][CH2:16][CH:17]([CH3:19])[CH3:18])=[C:11]([C:20]3[CH:25]=[CH:24][C:23]([S:26](C)(=[O:28])=[O:27])=[CH:22][CH:21]=3)[CH:10]=[N:9]2)[CH:5]=[CH:6][CH:7]=1.[NH3:30]>>[Cl:1][C:2]1[CH:3]=[C:4]([N:8]2[C:13](=[O:14])[C:12]([CH2:15][CH2:16][CH:17]([CH3:19])[CH3:18])=[C:11]([C:20]3[CH:25]=[CH:24][C:23]([S:26]([NH2:30])(=[O:28])=[O:27])=[CH:22][CH:21]=3)[CH:10]=[N:9]2)[CH:5]=[CH:6][CH:7]=1. Procedure: The title compound was prepared according to the method of Example 384, substituting 2-(3-chlorophenyl)-4-(3-methylbutyl)-5-[4-(methylsulfonyl)phenyl]-3(2H)-pyridazinone (Example 366) in place of 2-benzyl-4-(4-fluorophenyl)-5-[4-(methylsulfonyl)phenyl]-3(2H)-pyridazinone (yield: 0.0756 g, 16%). mp 167-170° C. 1H NMR (300 MHz, DMSO d6) δ 0.78 (d, J=6 Hz, 6H), 1.47 (5H, obstructed by hexanes), 7.51-7.65 (m, 4H), 7.68 (m, 2H), 7.75 (m, 1H), 7.98 (m, 2H), 8.03 (s, 1H), 8.60 (bs, 1H). MS (DCI/NH3) m/... Reactants: O1C(=NC=C1)C(CC(=O)OC)C1=CC=C(C=C1)OC1OCCCC1 (Methyl 3-(oxazol-2-yl)-3-(4-(tetrahydro-2H-pyran-2-yloxy) phenyl)propanoate), O.C1(=CC=C(C=C1)S(=O)(=O)O)C (p-toluenesulfonic acid monohydrate). The solvent is CO (MeOH). Reaction conditions: time 1.5 hour. Yields the product O1C(=NC=C1)C(=CC(=O)OC)C1=CC=C(C=C1)OC1OCCCC1 (Methyl 3-(oxazol-2-yl)-3-(4-(tetrahydro-2H-pyran-2-yloxy)phenyl)acrylate). As a reaction SMILES: [O:1]1[CH:5]=[CH:4][N:3]=[C:2]1[CH:6]([C:12]1[CH:17]=[CH:16][C:15]([O:18][CH:19]2[CH2:24][CH2:23][CH2:22][CH2:21][O:20]2)=[CH:14][CH:13]=1)[CH2:7][C:8]([O:10][CH3:11])=[O:9].O.C1(C)C=CC(S(O)(=O)=O)=CC=1>CO>[O:1]1[CH:5]=[CH:4][N:3]=[C:2]1[C:6]([C:12]1[CH:17]=[CH:16][C:15]([O:18][CH:19]2[CH2:24][CH2:23][CH2:22][CH2:21][O:20]2)=[CH:14][CH:13]=1)=[CH:7][C:8]([O:10][CH3:11])=[O:9] |f:1.2|. Procedure details: A mixture of compound 10.4 (2.1 mmol), p-toluenesulfonic acid monohydrate (0.57 mmol) in MeOH (15 mL) was stirred at room temperature for 1.5 hours. After quenching with saturated aqueous NaHCO3, MeOH was removed under reduced pressure. The residue was extracted with EtOAc, and the combined organic extracts were washed with saturated brine, dried over anhydrous sodium sulfate, and filtered through short plug of silica gel. Upon concentration, compound 10.3 was obtained. MS ESI (pos.) m/e 248.1 (... Starting materials: Cc1ccccc1, CC1=C(C(=O)C(F)(F)F)OCCO1, Cl, [K+], [OH-]. Product: CC1=C(C(=O)O)OCCO1. As a reaction SMILES: [CH3:17][c:18]1[cH:19][cH:20][cH:21][cH:22][cH:23]1.[CH3:1][C:2]1=[C:3]([C:8]([C:9]([F:10])([F:11])[F:12])=[O:13])[O:4][CH2:5][CH2:6][O:7]1.[ClH:16].[K+:15].[OH-:14]>>[CH3:1][C:2]1=[C:3]([C:8]([OH:13])=[O:14])[O:4][CH2:5][CH2:6][O:7]1. The reactants are C(C)(C)(C)OC(C(=O)O)C=1C(=C2C(=NC1C)SC1=C2CCCC1)C=1C=NC=NC1 (Tert-butoxy(2-methyl-4-pyrimidin-5-yl-5,6,7,8-tetrahydro[1]benzothieno[2,3-b]pyridin-3-yl)acetic acid). Run in CO (methanol), ClCCl (dichloromethane). The product is C(C)(C)(C)O[C@H](C(=O)O)C=1C(=C2C(=NC1C)SC1=C2CCCC1)C=1C=NC=NC1 ((2S)-tert-butoxy(2-methyl-4-pyrimidin-5-yl-5,6,7,8-tetrahydro[1]benzothieno[2,3-b]pyridin-3-yl)acetic acid). As a reaction SMILES: [C:1]([O:5][CH:6]([C:10]1[C:11]([C:24]2[CH:25]=[N:26][CH:27]=[N:28][CH:29]=2)=[C:12]2[C:19]3[CH2:20][CH2:21][CH2:22][CH2:23][C:18]=3[S:17][C:13]2=[N:14][C:15]=1[CH3:16])[C:7]([OH:9])=[O:8])([CH3:4])([CH3:3])[CH3:2]>CO.ClCCl>[C:1]([O:5][C@@H:6]([C:10]1[C:11]([C:24]2[CH:25]=[N:26][CH:27]=[N:28][CH:29]=2)=[C:12]2[C:19]3[CH2:20][CH2:21][CH2:22][CH2:23][C:18]=3[S:17][C:13]2=[N:14][C:15]=1[CH3:16])[C:7]([OH:9])=[O:8])([CH3:4])([CH3:2])[CH3:3]. Procedure details: A sample of the product from Example 1 may be dissolved in a mixture of methanol and dichloromethane (1:1) loaded onto a Chiralpak IC column (250×20 mm internal diameter) and eluted with methanol/CO2 (60:40) at ambient temperature and a flow rate of 60 g/min. Fractions containing a single enantiomer may be combined and evaporated under reduced pressure to give the product enantiomer. Chiral purity may be assessed by chiral hplc using a Chiralpak IC column eluting with hexane/isopropanol. The reactants are COc1cc([SiH](C)C)c2c(C=O)c(C(C)(C)C)oc2c1, [Li]CCCC, COc1cc(I)cc(OC)c1OC, Cc1ccccc1, N#CC1=C(C#N)C(=O)C(Cl)=C(Cl)C1=O, C1CCOC1. Product: COc1cc([SiH](C)C)c2c(C(=O)c3cc(OC)c(OC)c(OC)c3)c(C(C)(C)C)oc2c1. RXN SMILES: [C:19]([CH3:20])([CH3:21])([CH3:22])[c:23]1[o:24][c:25]2[c:26]([c:27]1[CH:28]=[O:29])[c:30]([SiH:36]([CH3:37])[CH3:38])[cH:31][c:32]([O:34][CH3:35])[cH:33]2.[CH2:14]([Li:15])[CH2:16][CH2:17][CH3:18].[CH3:1][O:2][c:3]1[cH:4][c:5]([I:13])[cH:6][c:7]([O:11][CH3:12])[c:8]1[O:9][CH3:10].[CH3:58][c:59]1[cH:60][cH:61][cH:62][cH:63][cH:64]1.[Cl:39][C:40]1=[C:51]([Cl:52])[C:49](=[O:50])[C:46]([C:47]#[N:48])=[C:43]([C:44]#[N:45])[C:41]1=[O:42].[O:53]1[CH2:54][CH2:55][CH2:56][CH2:57]1>>[CH3:1][O:2][c:3]1[cH:4][c:5]([C:28]([c:27]2[c:23]([C:19]([CH3:20])([CH3:21])[CH3:22])[o:24][c:25]3[c:26]2[c:30]([SiH:36]([CH3:37])[CH3:38])[cH:31][c:32]([O:34][CH3:35])[cH:33]3)=[O:29])[cH:6][c:7]([O:11][CH3:12])[c:8]1[O:9][CH3:10]. Reactants: C1(=C(C=CC=C1)P(C1=C(C=CC=C1)C)C1=C(C=CC=C1)C)C (tri-o-tolylphosphine), BrC=1C2=CC=CC=C2C(=C2C=CC=CC12)C1=CC=CC=2C1=CC=C1C(=C3C=CC=CC3=CC21)Br (9-bromo-10-(7-bromobenz[a]anthracen-4-yl)-anthracene), C(C1=CC=CC=C1)(=O)O (benzoic acid), P(=O)([O-])([O-])[O-].[K+].[K+].[K+] (tripotassium phosphate). Reagents/catalysts: C(C)(=O)[O-].[Pd+2].C(C)(=O)[O-] (palladium(II) acetate). Solvent: C1(=CC=CC=C1)C (toluene), O (water), O1CCOCC1 (dioxane). Yields the product C1(=CC=CC=C1)C=1C2=CC=CC=C2C(=C2C=CC=CC12)C1=CC=CC=2C1=CC=C1C(=C3C=CC=CC3=CC21)C2=CC=CC=C2 (9-(phenyl)-10-(7-phenylbenz[a]anthracen-4-yl)anthracene). Reaction SMILES: C1(C)C=CC=CC=1P([C:15]1[CH:20]=[CH:19][CH:18]=[CH:17][C:16]=1[CH3:21])C1C=CC=CC=1C.BrC1[C:25]2[C:30]([C:31]([C:38]3[C:43]4=[CH:44][CH:45]=[C:46]5[C:55]([CH:54]=[C:53]6[C:48]([CH:49]=[CH:50][CH:51]=[CH:52]6)=C5Br)=[C:42]4[CH:41]=[CH:40][CH:39]=3)=[C:32]3[C:37]=1[CH:36]=[CH:35][CH:34]=[CH:33]3)=[CH:29][CH:28]=[CH:27][CH:26]=2.[C:57](O)(=O)[C:58]1[CH:63]=[CH:62][CH:61]=[CH:60][CH:59]=1.P([O-])([O-])([O-])=O.[K+].[K+].[K+]>C1(C)C=CC=CC=1.C([O-])(=O)C.[Pd+2].C([O-])(=O)C.O.O1CCOCC1>[C:58]1([C:57]2[C:33]3[C:32]([C:31]([C:38]4[C:43]5=[CH:44][CH:45]=[C:46]6[C:55]([CH:54]=[C:53]7[C:48]([CH:49]=[CH:50][CH:51]=[CH:52]7)=[C:21]6[C:16]6[CH:15]=[CH:20][CH:19]=[CH:18][CH:17]=6)=[C:42]5[CH:41]=[CH:40][CH:39]=4)=[C:30]4[C:25]=2[CH:26]=[CH:27][CH:28]=[CH:29]4)=[CH:37][CH:36]=[CH:35][CH:34]=3)[CH:63]=[CH:62][CH:61]=[CH:60][CH:59]=1 |f:3.4.5.6,8.9.10|. Procedure details: 913 mg (3 mmol) of tri-o-tolylphosphine and then 112 mg (0.5 mmol) of palladium(II) acetate are added to a well-stirred suspension of 22.5 g (40 mmol) of the resultant 9-bromo-10-(7-bromobenz[a]anthracen-4-yl)-anthracene, 12.2 g (100 mmol) of benzoic acid, 25.5 g (120 mmol) of tripotassium phosphate in a mixture of 300 ml of toluene, 100 ml of dioxane and 400 ml of water, and the mixture is subsequently heated under reflux for 16 h. After cooling, the precipitated solid is filtered off with suct... Reaction SMILES: [F:1][C:2]1[CH:3]=[C:4]([CH:6]=[CH:7][CH:8]=1)[NH2:5].[CH2:9]([O:11][C:12](=[O:26])[CH:13]([C:18](=O)[C:19]1[CH:24]=[CH:23][CH:22]=[CH:21][CH:20]=1)[CH2:14][C:15](=O)[CH3:16])[CH3:10].CC1C=CC(S(O)(=O)=O)=CC=1>C(O)C.C(Cl)(Cl)Cl>[CH2:9]([O:11][C:12]([C:13]1[CH:14]=[C:15]([CH3:16])[N:5]([C:4]2[CH:6]=[CH:7][CH:8]=[C:2]([F:1])[CH:3]=2)[C:18]=1[C:19]1[CH:20]=[CH:21][CH:22]=[CH:23][CH:24]=1)=[O:26])[CH3:10]. The solvent is C(C)O (ethanol), C(Cl)(Cl)Cl (chloroform). Procedure details: m-Fluoroaniline (5 mmol, 0.6 g), 2-benzoyl-4-oxo-pentanoic acid ethyl ester (5 mmol, 1.2 g), and tosic acid (0.1 g) were combined in ethanol, then heated under reflux. The resulting oil was resuspended in chloroform, then washed with water, 5% sodium bicarbonate, and brine. The organic layer was dried over NaSO4, then the solids filtered away and the solvents removed under vacuum. The named product was recrystallized from ethanol (m.p. 100° C.-101° C.). The product is C(C)OC(=O)C1=C(N(C(=C1)C)C1=CC(=CC=C1)F)C1=CC=CC=C1 (1-(3-Fluorophenyl)-5-methyl-2-phenyl-1H-pyrrole-3-carboxylic Acid Ethyl Ester). Starting materials: FC=1C=C(N)C=CC1 (m-Fluoroaniline), C(C)OC(C(CC(C)=O)C(C1=CC=CC=C1)=O)=O (2-benzoyl-4-oxo-pentanoic acid ethyl ester), CC1=CC=C(C=C1)S(=O)(=O)O (tosic acid).